Dataset: the Open Reaction Database (ORD), a public repository of structured organic reaction records. Task: describe an organic reaction: reactants, conditions, products, and yield The reactants are CC(C)([O-])C.[K+] (Potassium t-butoxide), C(C1=CC=CC=C1)N1C2CC(CC1CC2)=O (8-benzyl-8-azabicyclo[3.2.1]octan-3-one), S(=O)(=O)(C1=CC=C(C)C=C1)C[N+]#[C-] (tosylmethyl isocyanide), C(C)O (ethanol). Run in C(OC)COC (dimethoxyethane). Conditions: temperature 0 celsius, time 0.5 hour. Product: C(#N)C1CC2CCC(C1)N2CC2=CC=CC=C2 (3-cyano-8-benzyl-8-azabicyclo[3.2.1]octane). The yield is 41.4%. Reaction SMILES: CC(C)([O-])C.[K+].[CH2:7]([N:14]1[CH:19]2[CH2:20][CH2:21][CH:15]1[CH2:16][C:17](=O)[CH2:18]2)[C:8]1[CH:13]=[CH:12][CH:11]=[CH:10][CH:9]=1.S([CH2:33][N+:34]#[C-])(C1C=CC(C)=CC=1)(=O)=O.C(O)C>C(COC)OC>[C:33]([CH:17]1[CH2:16][CH:15]2[N:14]([CH2:7][C:8]3[CH:13]=[CH:12][CH:11]=[CH:10][CH:9]=3)[CH:19]([CH2:20][CH2:21]2)[CH2:18]1)#[N:34] |f:0.1|. Procedure: Potassium t-butoxide (2.5 g) was added portionwise to a stirred mixture of 8-benzyl-8-azabicyclo[3.2.1]octan-3-one (2.0 g), tosylmethyl isocyanide (2.36 g) and ethanol (2 ml) in dimethoxyethane (50 ml) at 0° C. under nitrogen. The mixture was stirred at 0° C. for 0.5 hours and then overnight at room ternperature. The mixture was then filtered and the solid residue washed with dimethoxyethane. The combined filtrates were evaporated under reduced pressure and chromatographed [SiO2 ; hexane:ethyl a...